This data is from the Open Reaction Database (ORD), a public repository of structured organic reaction records. The task is: describe an organic reaction: reactants, conditions, products, and yield The reactants are C(C)(=O)OCC (ethyl acetate), C(C)C1=NNC(=C1[N+](=O)[O-])C(=O)N (3-ethyl-4-nitro-1H-pyrazole-5-carboxamide), resultant suspension, C([O-])([O-])=O.[Cs+].[Cs+] (cesium carbonate), C1(CC1)CBr (cyclopropylmethyl bromide). The solvent is O (water), CN(C)C=O (DMF). The product is C1(CC1)CN1N=C(C(=C1C(=O)N)[N+](=O)[O-])CC (1-(cyclopropylmethyl)-3-ethyl-4-nitro-1H-pyrazole-5-carboxamide). As a reaction SMILES: [CH2:1]([C:3]1[C:7]([N+:8]([O-:10])=[O:9])=[C:6]([C:11]([NH2:13])=[O:12])[NH:5][N:4]=1)[CH3:2].C(=O)([O-])[O-].[Cs+].[Cs+].[CH:20]1([CH2:23]Br)[CH2:22][CH2:21]1.C(OCC)(=O)C>CN(C=O)C.O>[CH:20]1([CH2:23][N:5]2[C:6]([C:11]([NH2:13])=[O:12])=[C:7]([N+:8]([O-:10])=[O:9])[C:3]([CH2:1][CH3:2])=[N:4]2)[CH2:22][CH2:21]1 |f:1.2.3|. Procedure: A suspension of 3-ethyl-4-nitro-1H-pyrazole-5-carboxamide (prepared as in WO98/49166) (40.0 g, 217 mmol) in dry DMF (300 ml) was treated with cesium carbonate (77.8 g, 239 mmol). To this, in a single portion, was added cyclopropylmethyl bromide (22.9 ml, 239 mmol) and the resultant suspension stirred at RT for 6 h. After condensation in vacuo, the residue was partioned between ethyl acetate (200 ml) and water (200 ml), and the insoluble material removed by filtration. The solid was partioned bet... Starting materials: O=C(O)COc1ccccc1, CNOC. The reagents and catalysts are ClP(=O)(Oc1ccccc1)Oc2ccccc2 (DEPC), CCN(C(C)C)C(C)C (DIPEA). Run in CN(C)C=O (DMF), CN(C)C=O (DMF), CN(C)C=O (DMF), CN(C)C=O (DMF), CN(C)C=O (DMF), CN(C)C=O (DMF). Run at temperature 25 celsius, time 2 hour. Yields the product CON(C)C(=O)COc1ccccc1. The yield is 19.1%. Reaction SMILES: CNOC.O=C(O)COc1ccccc1.CCOP(=O)(C#N)OCC.CCN(C(C)C)C(C)C.CN(C)C=O>>CON(C)C(=O)COc1ccccc1. Starting materials: C(C#C)Br (propargyl bromide), O (Water), CC(C)([O-])C.[K+] (potassium tert-butoxide), CC(C)(C)[Si](O[C@@H]1C(NCC1)=O)(C)C ((S)-3-[[(1,1-dimethylethyl)dimethylsilyl]-oxy]-2-pyrrolidinone). Run in C1(=CC=CC=C1)C (toluene), CN(C=O)C (dimethylformamide). Reaction conditions: temperature -20 celsius, time 30 minute. Product: CC(C)(C)[Si](O[C@@H]1C(N(CC1)CC#C)=O)(C)C ((S)-3-[[(1,1-dimethylethyl)dimethylsilyl]oxy]-1-(2-propynyl)-2-pyrrolidinone). As a reaction SMILES: [CH3:1][C:2](C)([O-])[CH3:3].[K+].[CH3:7][C:8]([Si:11]([CH3:20])([CH3:19])[O:12][C@H:13]1[CH2:17][CH2:16][NH:15][C:14]1=[O:18])([CH3:10])[CH3:9].C(Br)C#C.O>CN(C)C=O.C1(C)C=CC=CC=1>[CH3:10][C:8]([Si:11]([CH3:20])([CH3:19])[O:12][C@H:13]1[CH2:17][CH2:16][N:15]([CH2:3][C:2]#[CH:1])[C:14]1=[O:18])([CH3:7])[CH3:9] |f:0.1|. Procedure: A solution of 11.5 g of potassium tert-butoxide in 300 ml of dimethylformamide was cooled to -20° C. An 18 g portion of (S)-3-[[(1,1-dimethylethyl)dimethylsilyl]-oxy]-2-pyrrolidinone was added and the mixture stirred at -20° C. for 30 minutes. A 12 ml portion of 80% propargyl bromide in toluene was added and the reaction was allowed to warm to room temperature and was stirred for 1 hour. Water was added and the mixture was extracted with 5×100 ml of ether and 3×100ml of dichloromethane. The extr... The reactants are CN1N=C(C(N=C1SC)=O)C1=CC=C(C=C1)C (2-Methyl-3-methylthio-6-(p-methylphenyl)-5-oxo-2,5-dihydro-1,2,4-triazine), [Na] (sodium), CO (methanol), resultant mixture. Yields the product CN1N=C(C(N=C1OC)=O)C1=CC=C(C=C1)C (2-methyl-3-methoxy-6-(p-methylphenyl)-5-oxo-2,5-dihydro-1,2,4-triazine). Isolated yield 86.0%. RXN SMILES: [CH3:1][N:2]1[C:7](SC)=[N:6][C:5](=[O:10])[C:4]([C:11]2[CH:16]=[CH:15][C:14]([CH3:17])=[CH:13][CH:12]=2)=[N:3]1.[Na].[CH3:19][OH:20]>>[CH3:1][N:2]1[C:7]([O:20][CH3:19])=[N:6][C:5](=[O:10])[C:4]([C:11]2[CH:16]=[CH:15][C:14]([CH3:17])=[CH:13][CH:12]=2)=[N:3]1 |^1:17|. Procedure details: 2-Methyl-3-methylthio-6-(p-methylphenyl)-5-oxo-2,5-dihydro-1,2,4-triazine (1.0 g) was added in a solution of metallic sodium (0.1 g) in methanol (10 ml), and the resultant mixture was stirred at room temperature for 2 hours. After stirring, the resulting mixture was evaporated to dryness to give a crude product. Recrystallization of the crude product from acetone gave 0.8 g of 2-methyl-3-methoxy-6-(p-methylphenyl)-5-oxo-2,5-dihydro-1,2,4-triazine in 86% yield. M.P., 159° C. The reactants are O=C=Nc1ccc(Cl)c(C(F)(F)F)c1, CC1NCCN(CCCC(=O)N2CCC3(CC3)C(O)C2)C1=O. Product: CC1C(=O)N(CCCC(=O)N2CCC3(CC3)C(O)C2)CCN1C(=O)Nc1ccc(Cl)c(C(F)(F)F)c1. As a reaction SMILES: [Cl:23][c:24]1[c:25]([C:33]([F:34])([F:35])[F:36])[cH:26][c:27]([N:30]=[C:31]=[O:32])[cH:28][cH:29]1.[OH:1][CH:2]1[C:3]2([CH2:4][CH2:5]2)[CH2:6][CH2:7][N:8]([C:10]([CH2:11][CH2:12][CH2:13][N:14]2[C:15](=[O:21])[CH:16]([CH3:20])[NH:17][CH2:18][CH2:19]2)=[O:22])[CH2:9]1>>[OH:1][CH:2]1[C:3]2([CH2:4][CH2:5]2)[CH2:6][CH2:7][N:8]([C:10]([CH2:11][CH2:12][CH2:13][N:14]2[C:15](=[O:21])[CH:16]([CH3:20])[N:17]([C:31]([NH:30][c:27]3[cH:26][c:25]([C:33]([F:34])([F:35])[F:36])[c:24]([Cl:23])[cH:29][cH:28]3)=[O:32])[CH2:18][CH2:19]2)=[O:22])[CH2:9]1. Reactants: IC=1C=CC(=C(C(=O)O)C1)OC (5-iodo-2-methoxybenzoic acid), C(C)(=O)Cl (acetyl chloride). The solvent is C(C)O (ethanol). Product: IC=1C=CC(=C(C(=O)OCC)C1)OC (ethyl 5-iodo-2-methoxybenzoate). As a reaction SMILES: [I:1][C:2]1[CH:3]=[CH:4][C:5]([O:11][CH3:12])=[C:6]([CH:10]=1)[C:7]([OH:9])=[O:8].[C:13](Cl)(=O)[CH3:14]>C(O)C>[I:1][C:2]1[CH:3]=[CH:4][C:5]([O:11][CH3:12])=[C:6]([CH:10]=1)[C:7]([O:9][CH2:13][CH3:14])=[O:8]. Procedure details: A mixture of 5-iodo-2-methoxybenzoic acid (13.4 g, 48 mmol), acetyl chloride (1 mL) and ethanol (50 mL) was heated 4 hours with stirring at reflux. The mixture was concentrated and the residue was dissolved in diethyl ether. The solution was poured into ice-cold saturated sodium bicarbonate and the organic phase was washed with brine, dried (K2 CO3), filtered and concentrated to give ethyl 5-iodo-2-methoxybenzoate (13.5 g, 44 mmol) as an oil. Starting materials: CC1=NC(=NC=C1)SC (4-methyl-2-(methylthio)pyrimidine), [Li+].C[Si](C)(C)[N-][Si](C)(C)C (LiHMDS), C1(CC1)CC(=O)N(C)OC (2-cyclopropyl-N-methoxy-N-methylacetamide). Solvent: C1CCOC1 (THF), C1CCOC1 (THF). Run at time 30 minute. Yields the product C1(CC1)CC(CC1=NC(=NC=C1)SC)=O (1-Cyclopropyl-3-[2-(methylsulfanyl)pyrimidin-4-yl]propan-2-one). As a reaction SMILES: [CH3:1][C:2]1[CH:7]=[CH:6][N:5]=[C:4]([S:8][CH3:9])[N:3]=1.[Li+].C[Si]([N-][Si](C)(C)C)(C)C.[CH:20]1([CH2:23][C:24](N(OC)C)=[O:25])[CH2:22][CH2:21]1>C1COCC1>[CH:20]1([CH2:23][C:24](=[O:25])[CH2:1][C:2]2[CH:7]=[CH:6][N:5]=[C:4]([S:8][CH3:9])[N:3]=2)[CH2:22][CH2:21]1 |f:1.2|. Reported procedure: To a solution of 4-methyl-2-(methylthio)pyrimidine (5.63 mL, 40.4 mmol) in THF (20 mL) at −10° C., LiHMDS (60.6 mL, 60.6 mmol) (1N in MBTE) was added dropwise under nitrogen. The reaction mixture coagulated, and stopped stifling. For this, additional THF (40 mL) was added to dissolve the highly viscous mixture. The reaction was warmed up to rt and was stirred for 30 minutes. The reaction mixture was re-cooled to −10° C., then 2-cyclopropyl-N-methoxy-N-methylacetamide (7.47 g, 40.4 mmol) was adde...